From a dataset of the Open Reaction Database (ORD), a public repository of structured organic reaction records. describe an organic reaction: reactants, conditions, products, and yield Yields the product COc1ccc(C(O)CNCCc2ccc(OC)c(OC)c2)cc1. Reactants: CCOC(C)=O, COc1ccc(C2CO2)cc1, COc1ccc(CCN)cc1OC, CCCCCC. Reaction SMILES: [C:31]([O:32][CH2:33][CH3:34])(=[O:35])[CH3:36].[CH3:14][O:15][c:16]1[cH:17][cH:18][c:19]([CH:20]2[CH2:21][O:22]2)[cH:23][cH:24]1.[CH3:1][O:2][c:3]1[cH:4][c:5]([CH2:11][CH2:12][NH2:13])[cH:6][cH:7][c:8]1[O:9][CH3:10].[CH3:25][CH2:26][CH2:27][CH2:28][CH2:29][CH3:30]>>[CH3:1][O:2][c:3]1[cH:4][c:5]([CH2:11][CH2:12][NH:13][CH2:21][CH:20]([c:19]2[cH:18][cH:17][c:16]([O:15][CH3:14])[cH:24][cH:23]2)[OH:22])[cH:6][cH:7][c:8]1[O:9][CH3:10]. Reactants: IC[C@@H]1CC2(O[C@H]([C@@H](O2)C2=CC=CC=C2)C2=CC=CC=C2)CC1 (7(S)-iodomethyl-2(S),3(S)-diphenyl-1,4-dioxaspiro[4,4]nonane), [Li+].C[Si](C)(C)[N-][Si](C)(C)C (LHMDS), solution, [NH4+].[Cl-] (NH4Cl), C1(CC1)SC1=CC=C(C=C1)CC(=O)N(C)[C@@H]([C@@H](C1=CC=CC=C1)O)C (2-(4-cyclopropylsulfanylphenyl)-N-(2(R)-hydroxy-1(R)-methyl-2-phenylethyl)-N-methylacetamide). Solvent: C1CCOC1 (THF), CN1CCCN(C1=O)C (DMPU), C1CCOC1 (THF), C1CCOC1 (THF), C1(=CC=CC=C1)C (toluene). Run at temperature -20 celsius. Product: C1(CC1)SC1=CC=C(C=C1)[C@H](C(=O)N(C)[C@@H]([C@@H](C1=CC=CC=C1)O)C)C[C@@H]1CC2(O[C@H]([C@@H](O2)C2=CC=CC=C2)C2=CC=CC=C2)CC1 (2(R)-(4-cyclopropylsulfanylphenyl)-3-(2(S),3(S)-diphenyl-1,4-dioxaspiro[4.4]non-7(R)-yl)-N-(2(R)-hydroxy-1(R)-methyl-2-phenylethyl)-N-methylpropionamide). As a reaction SMILES: [Li+].C[Si]([N-][Si](C)(C)C)(C)C.[CH:11]1([S:14][C:15]2[CH:20]=[CH:19][C:18]([CH2:21][C:22]([N:24]([C@H:26]([CH3:35])[C@H:27]([OH:34])[C:28]3[CH:33]=[CH:32][CH:31]=[CH:30][CH:29]=3)[CH3:25])=[O:23])=[CH:17][CH:16]=2)[CH2:13][CH2:12]1.I[CH2:37][C@H:38]1[CH2:58][CH2:57][C:40]2([O:44][C@@H:43]([C:45]3[CH:50]=[CH:49][CH:48]=[CH:47][CH:46]=3)[C@H:42]([C:51]3[CH:56]=[CH:55][CH:54]=[CH:53][CH:52]=3)[O:41]2)[CH2:39]1.[NH4+].[Cl-]>C1COCC1.C1(C)C=CC=CC=1.CN1C(=O)N(C)CCC1>[CH:11]1([S:14][C:15]2[CH:16]=[CH:17][C:18]([C@@H:21]([CH2:37][C@H:38]3[CH2:58][CH2:57][C:40]4([O:44][C@@H:43]([C:45]5[CH:50]=[CH:49][CH:48]=[CH:47][CH:46]=5)[C@H:42]([C:51]5[CH:56]=[CH:55][CH:54]=[CH:53][CH:52]=5)[O:41]4)[CH2:39]3)[C:22]([N:24]([C@H:26]([CH3:35])[C@H:27]([OH:34])[C:28]3[CH:29]=[CH:30][CH:31]=[CH:32][CH:33]=3)[CH3:25])=[O:23])=[CH:19][CH:20]=2)[CH2:13][CH2:12]1 |f:0.1,4.5|. Procedure details: LHMDS (162 ml of a 1M solution in THF, 162 mmol) was diluted with anhydrous THF (161 ml) and cooled to −20° C. with stirring. A solution of 2-(4-cyclopropylsulfanylphenyl)-N-(2(R)-hydroxy-1(R)-methyl-2-phenylethyl)-N-methylacetamide (Preparation 3, 30 g, 84.4 mmol) in anhydrous THE (245 ml) was added via cannula over 10 min, ensuring the reaction temperature remained below −15° C. throughout the addition. The reaction was allowed to warm to −7° C. over 30 min then cooled to −12° C. and a solutio... Run at time 3 minute. The product is C(CC)(=O)OC=1C(C2=CC=CC=C2C(C1CCCCCCCCC[Si](C)(C)C)=O)=O (2-propanoyloxy-3-(9-trimethylsilylnonyl)-1,4-naphthoquinone). Procedure details: To a stirred solution of 2-hydroxy-3-(9-trimethylsilylnonyl)-1,4-naphthoquinone, Example 12, (100 mg, 0.27 mmol) in dry dichloromethane (10 ml) at room temperature was added pyridine (0.5 ml) and, after 3 minutes, propanoyl chloride (62 mg, 0.67 mmol). The reaction was stirred for 2 h before diluting with dichloromethane (50 ml), washing with water (2×30 ml), dilute hydrocholic acid (30 ml), saturated sodium chloride solution (30 ml) and dried (MgSO4). Filtration and evaporation of the solvent u... The reactants are OC=1C(C2=CC=CC=C2C(C1CCCCCCCCC[Si](C)(C)C)=O)=O (2-hydroxy-3-(9-trimethylsilylnonyl)-1,4-naphthoquinone), N1=CC=CC=C1 (pyridine), C(CC)(=O)Cl (propanoyl chloride). Run in ClCCl (dichloromethane), ClCCl (dichloromethane). RXN SMILES: [OH:1][C:2]1[C:3](=[O:26])[C:4]2[C:9]([C:10](=[O:25])[C:11]=1[CH2:12][CH2:13][CH2:14][CH2:15][CH2:16][CH2:17][CH2:18][CH2:19][CH2:20][Si:21]([CH3:24])([CH3:23])[CH3:22])=[CH:8][CH:7]=[CH:6][CH:5]=2.N1C=CC=CC=1.[C:33](Cl)(=[O:36])[CH2:34][CH3:35]>ClCCl>[C:33]([O:1][C:2]1[C:3](=[O:26])[C:4]2[C:9]([C:10](=[O:25])[C:11]=1[CH2:12][CH2:13][CH2:14][CH2:15][CH2:16][CH2:17][CH2:18][CH2:19][CH2:20][Si:21]([CH3:22])([CH3:23])[CH3:24])=[CH:8][CH:7]=[CH:6][CH:5]=2)(=[O:36])[CH2:34][CH3:35]. Starting materials: ClCCCBr, CC(=O)CC(C)C, Clc1ccc2c(c1)Nc1ccccc1S2, [Na+], [OH-]. Product: ClCCCN1c2ccccc2Sc2ccc(Cl)cc21. Reaction SMILES: [Br:18][CH2:19][CH2:20][CH2:21][Cl:22].[CH3:23][CH:24]([CH3:25])[CH2:26][C:27](=[O:28])[CH3:29].[Cl:3][c:4]1[cH:5][c:6]2[c:15]([cH:16][cH:17]1)[S:14][c:13]1[c:8]([cH:9][cH:10][cH:11][cH:12]1)[NH:7]2.[Na+:2].[OH-:1]>>[Cl:3][c:4]1[cH:5][c:6]2[c:15]([cH:16][cH:17]1)[S:14][c:13]1[c:8]([cH:9][cH:10][cH:11][cH:12]1)[N:7]2[CH2:19][CH2:20][CH2:21][Cl:22].